This data is from the Open Reaction Database (ORD), a public repository of structured organic reaction records. The task is: describe an organic reaction: reactants, conditions, products, and yield The reactants are C(C)(C)(C)OC(=O)N[C@@H](CO)CC(C)C (2(R)-t-butoxycarbonylamino-4-methylpentanol), OC1=CC=C(CC2C(N(C(S2)=O)C(C2=CC=CC=C2)(C2=CC=CC=C2)C2=CC=CC=C2)=O)C=C1 (5-(4-hydroxybenzyl)-3-triphenylmethylthiazolidine-2,4-dione), N(=NC(=O)N1CCCCC1)C(=O)N1CCCCC1 (1,1'-azodicarbonyl-dipiperidine), C(CCC)P(CCCC)CCCC (tributylphosphine). Solvent: C1=CC=CC=C1 (benzene). The product is C(C)(C)(C)OC(=O)N[C@@H](COC1=CC=C(CC2C(N(C(S2)=O)C(C2=CC=CC=C2)(C2=CC=CC=C2)C2=CC=CC=C2)=O)C=C1)CC(C)C (5-{4-[2(R)-t-Butoxycarbonylamino-4-methylpentyloxy]benzyl}-3-triphenylmethylthiazolidine-2,4-dione). Yield: 35.0%. As a reaction SMILES: [OH:1][C:2]1[CH:34]=[CH:33][C:5]([CH2:6][CH:7]2[S:11][C:10](=[O:12])[N:9]([C:13]([C:26]3[CH:31]=[CH:30][CH:29]=[CH:28][CH:27]=3)([C:20]3[CH:25]=[CH:24][CH:23]=[CH:22][CH:21]=3)[C:14]3[CH:19]=[CH:18][CH:17]=[CH:16][CH:15]=3)[C:8]2=[O:32])=[CH:4][CH:3]=1.N(C(N1CCCCC1)=O)=NC(N1CCCCC1)=O.C(P(CCCC)CCCC)CCC.[C:66]([O:70][C:71]([NH:73][C@H:74]([CH2:77][CH:78]([CH3:80])[CH3:79])[CH2:75]O)=[O:72])([CH3:69])([CH3:68])[CH3:67]>C1C=CC=CC=1>[C:66]([O:70][C:71]([NH:73][C@H:74]([CH2:77][CH:78]([CH3:80])[CH3:79])[CH2:75][O:1][C:2]1[CH:3]=[CH:4][C:5]([CH2:6][CH:7]2[S:11][C:10](=[O:12])[N:9]([C:13]([C:26]3[CH:27]=[CH:28][CH:29]=[CH:30][CH:31]=3)([C:14]3[CH:19]=[CH:18][CH:17]=[CH:16][CH:15]=3)[C:20]3[CH:25]=[CH:24][CH:23]=[CH:22][CH:21]=3)[C:8]2=[O:32])=[CH:33][CH:34]=1)=[O:72])([CH3:68])([CH3:69])[CH3:67]. Procedure: 2.1 g of 5-(4-hydroxybenzyl)-3-triphenylmethylthiazolidine-2,4-dione [prepared as described in Preparation 11] were added to a mixture of 2.28 g of 1,1'-azodicarbonyl-dipiperidine, 3.34 ml of tributylphosphine and 100 ml of anhydrous benzene. The resulting mixture was stirred at room temperature for one and a half hours, after which 2 g of 2(R)-t-butoxycarbonylamino-4-methylpentanol [prepared as described in Preparation 15] were added. The mixture was then stirred for a further five hours at the...